Dataset: the Open Reaction Database (ORD), a public repository of structured organic reaction records. Task: describe an organic reaction: reactants, conditions, products, and yield Reactants: [H-].[Na+] (sodium hydride), [H-].[Na+] (NaH), resultant mixture, FC1=C(C(=CC=C1)C(F)(F)F)C(C)=O (2'-fluoro-6'-(trifluoromethyl)acetophenone), C(=S)=S (carbon disulfide), CN(C=O)C (dimethylformamide). The solvent is O (water), C(C)(=O)O (acetic acid), C1=CC=CC=C1 (benzene). Reaction conditions: temperature 125 celsius, time 0.5 hour. Product: OC1=CC(SC2=CC=CC(=C12)C(F)(F)F)=S (4-hydroxy-5-(trifluoromethyl)dithiocoumarin). As a reaction SMILES: F[C:2]1[CH:7]=[CH:6][CH:5]=[C:4]([C:8]([F:11])([F:10])[F:9])[C:3]=1[C:12](=[O:14])[CH3:13].[C:15](=[S:17])=[S:16].CN(C)C=O.[H-].[Na+]>C1C=CC=CC=1.O.C(O)(=O)C>[OH:14][C:12]1[C:3]2[C:2](=[CH:7][CH:6]=[CH:5][C:4]=2[C:8]([F:11])([F:10])[F:9])[S:17][C:15](=[S:16])[CH:13]=1 |f:3.4|. Procedure details: A mixture of 2'-fluoro-6'-(trifluoromethyl)acetophenone (3.0 g, 14.5 mmol), carbon disulfide (1.5 mL, 26.7 mmol) and dimethylformamide (DMF) (12.5 mL) in benzene at 15°-25° C. is treated portion-wise with a 60% dispersion of sodium hydride in mineral oil (1.15 g, 28.8 mmol NaH) over a 1.5 hour period, stirred for 0.5 hour, heated at 125° C. for 1 hour, cooled to room temperature and diluted with water. The resultant mixture is treated with acetic acid and extracted with ether. The aqueous phase ...